From a dataset of the Open Reaction Database (ORD), a public repository of structured organic reaction records. describe an organic reaction: reactants, conditions, products, and yield Reactants: C(=O)(C(F)(F)F)O (TFA), BrC=1C(=C2C(=NC1)NC=C2NC(C2=NC=C(C=C2)C(F)(F)F)=O)F (N-(5-Bromo-4-fluoro-1H-pyrrolo[2,3-b]pyridin-3-yl)-5-(trifluoromethyl) picolinamide), N1C[C@@H](CCC1)NC(OC(C)(C)C)=O ((R)-tert-butyl piperidin-3-ylcarbamate), CCN(C(C)C)C(C)C (DIEA). Solvent: CN1C(CCC1)=O (N-methylpyrrolidone), C(C)(=O)OCC (Ethyl acetate), C(Cl)Cl (DCM). Run at time 5 hour. The product is FC(C=1C=CC(=NC1)C(=O)N)(F)F (5-(trifluoromethyl)picolinamide). Yield: 26.3%. RXN SMILES: BrC1C(F)=C2C([NH:11][C:12](=[O:23])[C:13]3[CH:18]=[CH:17][C:16]([C:19]([F:22])([F:21])[F:20])=[CH:15][N:14]=3)=CNC2=NC=1.N1CCC[C@@H](NC(=O)OC(C)(C)C)C1.CCN(C(C)C)C(C)C.C(O)(C(F)(F)F)=O>CN1CCCC1=O.C(Cl)Cl.C(OCC)(=O)C>[F:21][C:19]([F:20])([F:22])[C:16]1[CH:17]=[CH:18][C:13]([C:12]([NH2:11])=[O:23])=[N:14][CH:15]=1. Procedure: N-(5-Bromo-4-fluoro-1H-pyrrolo[2,3-b]pyridin-3-yl)-5-(trifluoromethyl) picolinamide (195 mg, 0.48 mmol), (R)-tert-butyl piperidin-3-ylcarbamate (290 mg, 1.45 mmol) and DIEA (0.17 mL, 0.97 mmol) in N-methylpyrrolidone (“NMP”; 2 mL) were stirred at 148° C. (bath) for 18 hours and at 160° C. for 5 hours. Ethyl acetate (20 mL) was added, and the mixture was washed with water (10 mL), brine (10 mL) and dried over sodium sulfate. After removal of the solvent, the residue was purified by C-18 reverse p...